Dataset: the Open Reaction Database (ORD), a public repository of structured organic reaction records. Task: describe an organic reaction: reactants, conditions, products, and yield Reactants: C(CC)I (propyliodide), COC1=CC(=CC=C1)OC (1,3-Dimethoxybenzene), [Li]CCCC (nBuLi), solution. The solvent is O1CCCC1 (tetrahydrofuran), CCCCCC (Hexane). Conditions: temperature 0 celsius, time 2.5 hour. Yields the product C(CC)C1=C(C=CC=C1OC)OC (2-Propyl-1,3-dimethoxybenzene). Reaction SMILES: [CH3:1][O:2][C:3]1[CH:8]=[CH:7][CH:6]=[C:5]([O:9][CH3:10])[CH:4]=1.[Li][CH2:12][CH2:13][CH2:14]C.C(I)CC>O1CCCC1.CCCCCC>[CH2:12]([C:4]1[C:3]([O:2][CH3:1])=[CH:8][CH:7]=[CH:6][C:5]=1[O:9][CH3:10])[CH2:13][CH3:14]. Procedure: 1,3-Dimethoxybenzene (20 g, 145 mmol) in 200 mL of dry tetrahydrofuran was cooled to -10° C. To this solution at -10° C. added nBuLi (100 mL of a 1.6M solution in Hexane, 160 mmol ) over 20 min. The reaction was then stirred for 2.5 hours at 0° C. At 0° C., propyliodide (24.65 g, 145 mmol ) was added slowly over 15 min. When the addition was complete, the reaction was allowed to warm to room temperature and stirred overnight. After stirring overnight, the reaction was refluxed for 1.5 hour then ... The reactants are C(C)(=O)C1=CC(=C(C(=C1)OC)O)OC (4-acetyl-2,6-dimethoxyphenol), BrCCCC(=O)OCC (ethyl 4-bromobutyrate). Yields the product C(C)(=O)C1=CC(=C(OCCCC(=O)O)C(=C1)OC)OC (4-(4-Acetyl-2,6-dimethoxyphenoxy)butanoic acid). Reaction SMILES: [C:1]([C:4]1[CH:9]=[C:8]([O:10][CH3:11])[C:7]([OH:12])=[C:6]([O:13][CH3:14])[CH:5]=1)(=[O:3])[CH3:2].Br[CH2:16][CH2:17][CH2:18][C:19]([O:21]CC)=[O:20]>>[C:1]([C:4]1[CH:5]=[C:6]([O:13][CH3:14])[C:7]([O:12][CH2:16][CH2:17][CH2:18][C:19]([OH:21])=[O:20])=[C:8]([O:10][CH3:11])[CH:9]=1)(=[O:3])[CH3:2]. Procedure: Utilizing the procedure of Preparation 3, 2.61 g (13.32 mmol) of 4-acetyl-2,6-dimethoxyphenol is treated with ethyl 4-bromobutyrate. This gives the desired product after drying at -70° C., under high vacuum, as a brown oil. This is chromatographed on a column of silica gel, and eluted with a 1:1 mixture of ether/hexane leaving 0.40 g (10%) of 4-(4-acetyl-2,6-dimethoxyphenoxy)butanoic acid, ethyl ester as a colorless oil: IR (neat) 1735, 1675 cm-1 ; 1H-NMR (CDCl3) is consistent with the desired p... The reactants are C(C)N(C(OC(C)(C)C)=O)CC(=O)N1C2=C(OCC1)C=C(C=C2)[N+](=O)[O-] (tert-butyl ethyl(2-(7-nitro-2H-benzo[b][1,4]oxazin-4(3H)-yl)-2-oxoethyl)carbamate), B.C1CCOC1 (borane THF), CO (MeOH). Solvent: C1CCOC1 (THF). Product: C(C)N(C(OC(C)(C)C)=O)CCN1C2=C(OCC1)C=C(C=C2)[N+](=O)[O-] (tert-Butyl ethyl(2-(7-nitro-2H-benzo[b][1,4]oxazin-4(3H)-yl)ethyl)carbamate). The yield is 89.7%. Reaction SMILES: [CH2:1]([N:3]([CH2:11][C:12]([N:14]1[CH2:19][CH2:18][O:17][C:16]2[CH:20]=[C:21]([N+:24]([O-:26])=[O:25])[CH:22]=[CH:23][C:15]1=2)=O)[C:4](=[O:10])[O:5][C:6]([CH3:9])([CH3:8])[CH3:7])[CH3:2].B.C1COCC1.CO>C1COCC1>[CH2:1]([N:3]([CH2:11][CH2:12][N:14]1[CH2:19][CH2:18][O:17][C:16]2[CH:20]=[C:21]([N+:24]([O-:26])=[O:25])[CH:22]=[CH:23][C:15]1=2)[C:4](=[O:10])[O:5][C:6]([CH3:9])([CH3:7])[CH3:8])[CH3:2] |f:1.2|. Procedure details: A yellow solution of tert-butyl ethyl(2-(7-nitro-2H-benzo[b][1,4]oxazin-4(3H)-yl)-2-oxoethyl)carbamate (8.7 g, 23.8 mmol) in anhydrous THF (50 mL) under positive argon pressure was treated with borane-THF complex (1M in THF, 47.6 mL, 47.6 mmol) to give an orange solution. The mixture was refluxed for 20 minutes. It was then cooled in an ice bath and treated dropwise with MeOH (100 mL). The solution stirred for half an hour at room temperature, and the reaction was then concentrated. The residue ... Starting materials: BrCCBr, O=C([O-])[O-], CC#N, [K+], [K+], O=[N+]([O-])c1ccc(S)cc1. Product: O=[N+]([O-])c1ccc(SCCBr)cc1. Reaction SMILES: [Br:1][CH2:2][CH2:3][Br:4].[C:5](=[O:6])([O-:7])[O-:8].[CH3:21][C:22]#[N:23].[K+:10].[K+:9].[N+:11](=[O:12])([O-:13])[c:14]1[cH:15][cH:16][c:17]([SH:20])[cH:18][cH:19]1>>[Br:1][CH2:2][CH2:3][S:20][c:17]1[cH:16][cH:15][c:14]([N+:11](=[O:12])[O-:13])[cH:19][cH:18]1. Starting materials: B, C1CCOC1, COc1ccc(C(=O)NC(C)c2cccc(Cl)c2)cc1S(=O)(=O)N1CCOCC1. Reaction SMILES: [BH3:30].[CH2:31]1[O:32][CH2:33][CH2:34][CH2:35]1.[Cl:1][c:2]1[cH:3][c:4]([CH:8]([CH3:9])[NH:10][C:11]([c:12]2[cH:13][c:14]([S:20](=[O:21])(=[O:22])[N:23]3[CH2:24][CH2:25][O:26][CH2:27][CH2:28]3)[c:15]([O:18][CH3:19])[cH:16][cH:17]2)=[O:29])[cH:5][cH:6][cH:7]1>>[Cl:1][c:2]1[cH:3][c:4]([CH:8]([CH3:9])[NH:10][CH2:11][c:12]2[cH:13][c:14]([S:20](=[O:21])(=[O:22])[N:23]3[CH2:24][CH2:25][O:26][CH2:27][CH2:28]3)[c:15]([O:18][CH3:19])[cH:16][cH:17]2)[cH:5][cH:6][cH:7]1. Product: COc1ccc(CNC(C)c2cccc(Cl)c2)cc1S(=O)(=O)N1CCOCC1. Starting materials: ClC1=CC=C2C(=C1)N(C([C@@]21N(C(CC[C@@H]1C1=CC(=CC=C1)Cl)=O)CC1CC1)=O)COCC[Si](C)(C)C ((rac) (2′S,3′R)-6-chloro-3′-(3-chlorophenyl)-1′-(cyclopropylmethyl)-1-((2-(trimethylsilyl)ethoxy)methyl)spiro[indoline-3,2′-piperidine]-2,6′-dione), [Li+].CC(C)[N-]C(C)C (LDA), C(C=C)Br (allyl bromide). The solvent is C1CCOC1 (THF). Conditions: temperature -78 celsius, time 30 minute. The product is C(C=C)[C@H]1C[C@@H]([C@@]2(N(C1=O)CC1CC1)C(N(C1=CC(=CC=C12)Cl)COCC[Si](C)(C)C)=O)C1=CC(=CC=C1)Cl ((rac) (2′S,3′R,5′S)-5′-allyl-6-chloro-3′-(3-chlorophenyl)-1′-(cyclopropylmethyl)-1-((2-(trimethylsilyl)ethoxy)methyl)spiro[indoline-3,2′-piperidine]-2,6′-dione). Reaction SMILES: [Cl:1][C:2]1[CH:7]=[C:6]2[N:8]([CH2:29][O:30][CH2:31][CH2:32][Si:33]([CH3:36])([CH3:35])[CH3:34])[C:9](=[O:28])[C@:10]3([C@@H:15]([C:16]4[CH:21]=[CH:20][CH:19]=[C:18]([Cl:22])[CH:17]=4)[CH2:14][CH2:13][C:12](=[O:23])[N:11]3[CH2:24][CH:25]3[CH2:27][CH2:26]3)[C:5]2=[CH:4][CH:3]=1.[Li+].[CH3:38][CH:39]([N-]C(C)C)[CH3:40].C(Br)C=C>C1COCC1>[CH2:40]([C@@H:13]1[C:12](=[O:23])[N:11]([CH2:24][CH:25]2[CH2:26][CH2:27]2)[C@:10]2([C:5]3[C:6](=[CH:7][C:2]([Cl:1])=[CH:3][CH:4]=3)[N:8]([CH2:29][O:30][CH2:31][CH2:32][Si:33]([CH3:36])([CH3:35])[CH3:34])[C:9]2=[O:28])[C@@H:15]([C:16]2[CH:21]=[CH:20][CH:19]=[C:18]([Cl:22])[CH:17]=2)[CH2:14]1)[CH:39]=[CH2:38] |f:1.2|. Procedure: To a solution of (rac) (2′S,3′R)-6-chloro-3′-(3-chlorophenyl)-1′-(cyclopropylmethyl)-1-((2-(trimethylsilyl)ethoxy)methyl)spiro[indoline-3,2′-piperidine]-2,6′-dione (Example 62, Step I) (97 mg, 0.178 mmol) in THF (1 mL) at −78° C. under Ar was added freshly prepared LDA (1.0 M in THF) (178 μL, 0.178 mmol). The reaction color turned yellowish orange. The reaction was stirred at −78° C. for 30 min then distilled allyl bromide (15.39 μL, 0.178 mmol) was added. The reaction was stirred at −78° C. for... As a reaction SMILES: [CH3:1][O:2][C:3](=[O:32])[C@@H:4]([NH:24][C:25]([O:27]C(C)(C)C)=O)[CH2:5][C:6]1[CH:7]=[C:8]2[C:13](=[CH:14][CH:15]=1)[N:12]=[C:11]([C:16]1[C:21]([Cl:22])=[CH:20][CH:19]=[CH:18][C:17]=1[Cl:23])[CH:10]=[CH:9]2.C(O)(C(F)(F)F)=O.[Cl:40][C:41]1[CH:49]=[N:48][CH:47]=[C:46]([Cl:50])[C:42]=1C(Cl)=O>C(Cl)Cl>[CH3:1][O:2][C:3](=[O:32])[C@@H:4]([NH:24][C:25](=[O:27])[C:42]1[C:41]([Cl:40])=[CH:49][N:48]=[CH:47][C:46]=1[Cl:50])[CH2:5][C:6]1[CH:7]=[C:8]2[C:13](=[CH:14][CH:15]=1)[N:12]=[C:11]([C:16]1[C:17]([Cl:23])=[CH:18][CH:19]=[CH:20][C:21]=1[Cl:22])[CH:10]=[CH:9]2. Starting materials: C(=O)(C(F)(F)F)O (TFA), TEA, ClC1=C(C(=O)Cl)C(=CN=C1)Cl (3,5 dichloro-isonicotinoylchloride), COC([C@H](CC=1C=C2C=CC(=NC2=CC1)C1=C(C=CC=C1Cl)Cl)NC(=O)OC(C)(C)C)=O (Methyl-(2S)-2-[(tert-butoxycarbonyl)amino]-3-[2-(2,6-dichlorophenyl)-6-quinolinyl]propanoate). Procedure: Methyl-(2S)-2-[(tert-butoxycarbonyl)amino]-3-[2-(2,6-dichlorophenyl)-6-quinolinyl]propanoate (compound No 26, international patent application WO 03/093237) (500 mg, 1.05 mmol) was dissolved in DCM (5 ml) and a solution of TFA (0.8 ml, 10.5 mmol) in DCM (2 ml) was added drop wise over 10 minutes. After addition was complete the reaction was stirred at RT over night. The reaction was cooled to 0° C. and TEA (2.1 ml, 15.8 mmol) in DCM (2 ml) was added drop wise over 10 minutes. The reaction was co... Solvent: C(Cl)Cl (DCM), C(Cl)Cl (DCM), C(Cl)Cl (DCM). The product is COC([C@H](CC=1C=C2C=CC(=NC2=CC1)C1=C(C=CC=C1Cl)Cl)NC(C1=C(C=NC=C1Cl)Cl)=O)=O (methyl-(2S)-2-[(3,5-dichloroisonicotinoyl)amino]-3-[2-(2,6-dichlorophenyl)-6-quinolinyl]propanoate). Yield: 75.0%.